describe an organic reaction: reactants, conditions, products, and yield From a dataset of the Open Reaction Database (ORD), a public repository of structured organic reaction records. Starting materials: ClC=1C=C2C(C(NC2=CC1)=O)=CC=1OC(=CC1)C1=CC(=CC=C1)C(=O)N1CCN(CCC1)C (5-chloro-3-((5-(3-(4-methyl-1,4-diazepane-1-carbonyl)phenyl)furan-2-yl)methylene)indolin-2-one), [BH4-].[Na+] (sodium borohydride), O (Water). Solvent: CO (methanol). Reaction conditions: time 5 minute. Yields the product ClC=1C=C2C(C(NC2=CC1)=O)CC=1OC(=CC1)C1=CC(=CC=C1)C(=O)N1CCN(CCC1)C (5-chloro-3-((5-(3-(4-methyl-1,4-diazepane-1-carbonyl)phenyl)furan-2-yl)methyl)indolin-2-one). Reaction SMILES: [Cl:1][C:2]1[CH:3]=[C:4]2[C:8](=[CH:9][CH:10]=1)[NH:7][C:6](=[O:11])[C:5]2=[CH:12][C:13]1[O:14][C:15]([C:18]2[CH:23]=[CH:22][CH:21]=[C:20]([C:24]([N:26]3[CH2:32][CH2:31][CH2:30][N:29]([CH3:33])[CH2:28][CH2:27]3)=[O:25])[CH:19]=2)=[CH:16][CH:17]=1.[BH4-].[Na+].O>CO>[Cl:1][C:2]1[CH:3]=[C:4]2[C:8](=[CH:9][CH:10]=1)[NH:7][C:6](=[O:11])[CH:5]2[CH2:12][C:13]1[O:14][C:15]([C:18]2[CH:23]=[CH:22][CH:21]=[C:20]([C:24]([N:26]3[CH2:32][CH2:31][CH2:30][N:29]([CH3:33])[CH2:28][CH2:27]3)=[O:25])[CH:19]=2)=[CH:16][CH:17]=1 |f:1.2|. Procedure details: To 5-chloro-3-((5-(3-(4-methyl-1,4-diazepane-1-carbonyl)phenyl)furan-2-yl)methylene)indolin-2-one (24 mg) in methanol (4 ml) was added sodium borohydride (8 mg). The reaction was stirred at room temperature for 5 min. Water was added and the product was extracted with dichloromethane, dried with sodium sulfate and concentrated under vacuum to give 5-chloro-3-((5-(3-(4-methyl-1,4-diazepane-1-carbonyl)phenyl)furan-2-yl)methyl)indolin-2-one as orange powder. LCMS (ES): >95% pure, m/z 464 [M+1]+.